The task is: describe an organic reaction: reactants, conditions, products, and yield. This data is from the Open Reaction Database (ORD), a public repository of structured organic reaction records. The reactants are CC(C)(C)OC(=O)N1CCC(CCc2cccc(C(=O)O)c2)CC1, CCN=C=NCCCN(C)C, [Cl-], Cl, [NH4+], [Na+], CN(C)C=O, On1nnc2ccccc21, O=C([O-])O. Yields the product CC(C)(C)OC(=O)N1CCC(CCc2cccc(C(N)=O)c2)CC1. As a reaction SMILES: [C:1]([CH3:2])([CH3:3])([CH3:4])[O:5][C:6](=[O:7])[N:8]1[CH2:9][CH2:10][CH:11]([CH2:14][CH2:15][c:16]2[cH:17][c:18]([C:19](=[O:20])[OH:21])[cH:22][cH:23][cH:24]2)[CH2:12][CH2:13]1.[CH3:26][N:27]([CH3:28])[CH2:29][CH2:30][CH2:31][N:32]=[C:33]=[N:34][CH2:35][CH3:36].[Cl-:47].[ClH:25].[NH4+:48].[Na+:49].[O:54]=[CH:55][N:56]([CH3:57])[CH3:58].[OH:37][n:38]1[c:39]2[cH:40][cH:41][cH:42][cH:43][c:44]2[n:45][n:46]1.[OH:50][C:51](=[O:52])[O-:53]>>[C:1]([CH3:2])([CH3:3])([CH3:4])[O:5][C:6](=[O:7])[N:8]1[CH2:9][CH2:10][CH:11]([CH2:14][CH2:15][c:16]2[cH:17][c:18]([C:19](=[O:20])[NH2:27])[cH:22][cH:23][cH:24]2)[CH2:12][CH2:13]1. Procedure: 400 mg of trans-1,4-diaminocyclohexane is taken to approximately 150° C. then 333 mg of the product obtained in Stage 1 above is added, the reaction medium is left under agitation for 3 hours then left to return to ambient temperature and diluted with 30 ml of dichloromethane. 10 ml of methanol is added, followed by washing with 10 ml of water, drying and evaporating the solvents. Chromatography on silica is carried out (eluent: MeOH/NH4OH 98/2), the residue is taken up in an ethanolic solution ... Reaction conditions: time 3 hour. As a reaction SMILES: [NH2:1][C@H:2]1[CH2:7][CH2:6][C@H:5]([NH2:8])[CH2:4][CH2:3]1.[Cl:9][C:10]1[N:18]=[C:17]2[C:13]([N:14]=[CH:15][N:16]2[CH:19]2[CH2:23][CH2:22][CH2:21][CH2:20]2)=[C:12]([NH:24][C:25]2[CH:30]=[CH:29][C:28]([S:31]([NH:34][C:35]3[S:36][CH:37]=[CH:38][N:39]=3)(=[O:33])=[O:32])=[CH:27][CH:26]=2)[N:11]=1.CO>ClCCl>[ClH:9].[ClH:9].[NH2:1][C@H:2]1[CH2:7][CH2:6][C@H:5]([NH:8][C:10]2[N:18]=[C:17]3[C:13]([N:14]=[CH:15][N:16]3[CH:19]3[CH2:23][CH2:22][CH2:21][CH2:20]3)=[C:12]([NH:24][C:25]3[CH:30]=[CH:29][C:28]([S:31]([NH:34][C:35]4[S:36][CH:37]=[CH:38][N:39]=4)(=[O:33])=[O:32])=[CH:27][CH:26]=3)[N:11]=2)[CH2:4][CH2:3]1 |f:4.5.6|. Product: Cl.Cl.N[C@@H]1CC[C@H](CC1)NC1=NC(=C2N=CN(C2=N1)C1CCCC1)NC1=CC=C(C=C1)S(=O)(=O)NC=1SC=CN1 (trans-4-[[2-[(4-amino-cyclohexyl)-amino]-9-cyclopentyl-9H-purin-6-yl]-amino]-N-(2-thiazolyl)-benzenesulphonamide dihydrochloride). Starting materials: N[C@@H]1CC[C@H](CC1)N (trans-1,4-diaminocyclohexane), ClC1=NC(=C2N=CN(C2=N1)C1CCCC1)NC1=CC=C(C=C1)S(=O)(=O)NC=1SC=CN1 (4-[(2-chloro-9-cyclopentyl-9H-purin-6-yl)-amino]-N-(2-thiazolyl)-benzenesulphonamide), CO (methanol). Run in ClCCl (dichloromethane). Starting materials: Cc1cc2c(cc1C#N)C(C)(C)CCC2(C)C, CC(C)C[Al+]CC(C)C, CC(=O)O, ClCCl, [H-], O. Reaction SMILES: [C:1](#[N:2])[c:3]1[cH:4][c:5]2[c:10]([cH:11][c:12]1[CH3:13])[C:9]([CH3:14])([CH3:15])[CH2:8][CH2:7][C:6]2([CH3:16])[CH3:17].[CH2:19]([Al+:20][CH2:21][CH:22]([CH3:23])[CH3:24])[CH:25]([CH3:26])[CH3:27].[CH3:28][C:29]([OH:30])=[O:31].[Cl:33][CH2:34][Cl:35].[H-:18].[OH2:32]>>[CH:1]([c:3]1[cH:4][c:5]2[c:10]([cH:11][c:12]1[CH3:13])[C:9]([CH3:14])([CH3:15])[CH2:8][CH2:7][C:6]2([CH3:16])[CH3:17])=[O:30]. Yields the product Cc1cc2c(cc1C=O)C(C)(C)CCC2(C)C.